Dataset: the Open Reaction Database (ORD), a public repository of structured organic reaction records. Task: describe an organic reaction: reactants, conditions, products, and yield Yields the product NC=1C(=NC(=CN1)C1=CC(=CC=C1)C(=N)NO)C(=O)NC (3-amino-N-methyl-6-{3-[(hydroxyamino)(imino)methyl]phenyl}pyrazine-2-carboxamide). Starting materials: NC=1C(=NC(=CN1)C1=CC(=CC=C1)C#N)C(=O)NC (3-Amino-6-(3-cyanophenyl)-N-methylpyrazine-2-carboxamide), NO (hydroxylamine). Yield: 71.6%. Run in O (water), C(C)O (ethanol). Reaction SMILES: [NH2:1][C:2]1[C:3]([C:16]([NH:18][CH3:19])=[O:17])=[N:4][C:5]([C:8]2[CH:13]=[CH:12][CH:11]=[C:10]([C:14]#[N:15])[CH:9]=2)=[CH:6][N:7]=1.[NH2:20][OH:21]>C(O)C.O>[NH2:1][C:2]1[C:3]([C:16]([NH:18][CH3:19])=[O:17])=[N:4][C:5]([C:8]2[CH:13]=[CH:12][CH:11]=[C:10]([C:14]([NH:20][OH:21])=[NH:15])[CH:9]=2)=[CH:6][N:7]=1. Procedure: 3-Amino-6-(3-cyanophenyl)-N-methylpyrazine-2-carboxamide (155 mg, 0.61 mmol) was suspended in ethanol (2 mL) followed by addition of 50% aqueous hydroxylamine (250 uL, 4.1 mmol) and the mixture was heated to reflux for 30 minutes then allowed to cool to room temperature. The suspension was diluted with water (2 mL) and the solid product collected by filtration and dried in vacuo to give crude 3-amino-N-methyl-6-{3-[(hydroxyamino)(imino)methyl]phenyl}pyrazine-2-carboxamide (125 mg, 72% yield) as ... The reactants are ice, Cl (HCl), C(#N)CC=1SC=C(N1)C1=C(C=CC=C1F)F (2-cyanomethyl-4-(2,6-difluorophenyl)thiazole), C(OC)(OC)=O (dimethyl carbonate), C[O-].[Na+] (sodium methoxide). Run in C1(=CC=CC=C1)C (toluene). Product: C(#N)C(C(=O)OC)C=1SC=C(N1)C1=C(C=CC=C1F)F (methyl 2-cyano-2-{4-(2,6-difluorophenyl)thiazol-2-yl}acetate). Isolated yield 67.0%. Reaction SMILES: [C:1]([CH2:3][C:4]1[S:5][CH:6]=[C:7]([C:9]2[C:14]([F:15])=[CH:13][CH:12]=[CH:11][C:10]=2[F:16])[N:8]=1)#[N:2].[C:17](=O)([O:20]C)[O:18][CH3:19].C[O-].[Na+].Cl>C1(C)C=CC=CC=1>[C:1]([CH:3]([C:4]1[S:5][CH:6]=[C:7]([C:9]2[C:10]([F:16])=[CH:11][CH:12]=[CH:13][C:14]=2[F:15])[N:8]=1)[C:17]([O:18][CH3:19])=[O:20])#[N:2] |f:2.3|. Procedure details: To 2 g of 2-cyanomethyl-4-(2,6-difluorophenyl)thiazole and 4.8 g of dimethyl carbonate was added 30 ml of toluene, 0.6 g of sodium methoxide was added, and the resulting mixture was stirred and heated to the reflux temperature for 4 hours. After cooling, the reaction mixture was poured into 100 ml of ice-cold water, 1N-HCl was added to acidify the aqueous layer, and the mixture was extracted with ethyl acetate. The organic layer was washed with water and dried over anhydrous sodium sulfate, and ... The reactants are C(C1=CC=CC=C1)OC=1C=C(C2=C(NC(CO2)=O)C1)C(C(O)OCC)O (6-benzyloxy-8-(2-ethoxy-1,2-dihydroxy-ethyl)-4H-benzo[1,4]oxazin-3-one), NC(CCN1C(NC2=C1C=CC(=C2)C(F)(F)F)=O)(C)C (1-(3-amino-3-methyl-butyl)-5-trifluoromethyl-1,3-dihydro-benzimidazol-2-one), FC(C(=O)[O-])(F)F (trifluoroacetate). The product is CC(CCN1C(NC2=C1C=CC(=C2)C(F)(F)F)=O)(C)NCC(O)C2=CC(=CC=1NC(COC12)=O)O (8-{2-[1,1-dimethyl-3-(2-oxo-5-trifluoromethyl-2,3-dihydro-benzimidazol-1-yl)-propylamino]-1-hydroxy-ethyl}-6-hydroxy-4H-benzo[1,4]oxazin-3-one). Reaction SMILES: C([O:8][C:9]1[CH:10]=[C:11]([CH:20]([OH:26])[CH:21](OCC)O)[C:12]2[O:17][CH2:16][C:15](=[O:18])[NH:14][C:13]=2[CH:19]=1)C1C=CC=CC=1.[NH2:27][C:28]([CH3:46])([CH3:45])[CH2:29][CH2:30][N:31]1[C:35]2[CH:36]=[CH:37][C:38]([C:40]([F:43])([F:42])[F:41])=[CH:39][C:34]=2[NH:33][C:32]1=[O:44].FC(F)(F)C([O-])=O>>[CH3:46][C:28]([NH:27][CH2:21][CH:20]([C:11]1[C:12]2[O:17][CH2:16][C:15](=[O:18])[NH:14][C:13]=2[CH:19]=[C:9]([OH:8])[CH:10]=1)[OH:26])([CH3:45])[CH2:29][CH2:30][N:31]1[C:35]2[CH:36]=[CH:37][C:38]([C:40]([F:43])([F:41])[F:42])=[CH:39][C:34]=2[NH:33][C:32]1=[O:44]. Reported procedure: Prepared according to general method 1 from 357 mg (1 mmol) 6-benzyloxy-8-(2-ethoxy-1,2-dihydroxy-ethyl)-4H-benzo[1,4]oxazin-3-one and 287 mg (1 mmol) 1-(3-amino-3-methyl-butyl)-5-trifluoromethyl-1,3-dihydro-benzimidazol-2-one. Yield: 76 mg (13%, trifluoroacetate); mass spectroscopy: [M+H]+=495. Reactants: O=C1N=C(C2=C1C(=NC2=O)C2=CC(=CC=C2)C#N)C2=CC(=CC=C2)C#N (1,4-diketo-3,6-di-(3'-cyanophenyl)pyrrolo-[3,4-c]-pyrrole), C([O-])([O-])=O.[K+].[K+] (potassium carbonate), C1(=CC=C(C=C1)S(=O)(=O)OC)C (methyl p-toluenesulfonate), [N+](=O)([O-])C1=CC=CC=C1 (nitrobenzene). Yields the product O=C1N(C(=C2C1=C(N(C2=O)C)C2=CC(=CC=C2)C#N)C2=CC(=CC=C2)C#N)C (1,4-diketo-2,5-dimethyl-3,6-di-(3'-cyanophenyl)-pyrrolo-[3,4-c]-pyrrole). As a reaction SMILES: O=[C:2]1[C:6]2[C:7]([C:11]3[CH:16]=[CH:15][CH:14]=[C:13]([C:17]#[N:18])[CH:12]=3)=[N:8][C:9](=[O:10])[C:5]=2[C:4]([C:19]2[CH:24]=[CH:23][CH:22]=[C:21]([C:25]#[N:26])[CH:20]=2)=[N:3]1.[C:27](=[O:30])([O-])[O-].[K+].[K+].[C:33]1(C)C=CC(S(OC)(=O)=O)=CC=1.[N+](C1C=CC=CC=1)([O-])=O>>[O:10]=[C:9]1[C:5]2=[C:4]([C:19]3[CH:24]=[CH:23][CH:22]=[C:21]([C:25]#[N:26])[CH:20]=3)[N:3]([CH3:2])[C:27](=[O:30])[C:6]2=[C:7]([C:11]2[CH:16]=[CH:15][CH:14]=[C:13]([C:17]#[N:18])[CH:12]=2)[N:8]1[CH3:33] |f:1.2.3|. Reported procedure: 6.8 Parts of 1,4-diketo-3,6-di-(3'-cyanophenyl)pyrrolo-[3,4-c]-pyrrole, 6 parts of anhydrous potassium carbonate and 16 parts of methyl p-toluenesulfonate are heated at 200°-205° C. in 100 parts of dry nitrobenzene for 2 hours, with stirring. After the suspension has been cooled, the dye formed is filtered off and washed with nitrobenzene, acetone and finally with hot water. After drying, 5.5 parts of 1,4-diketo-2,5-dimethyl-3,6-di-(3'-cyanophenyl)-pyrrolo-[3,4-c]-pyrrole [formula (X)] are obtai... Starting materials: CC=1C=CC(=NC1C)C(=O)C1=CNC2=CC=CC=C2C1=O (3-(5,6-dimethyl-pyridine-2-carbonyl)-1H-quinolin-4-one), white solid, [H-].[Na+] (sodium hydride), BrC1=NC(=CC=C1)C(C)Br (2-bromo-6-(1-bromo-ethyl)-pyridine). Solvent: CN(C=O)C (N,N-dimethylformamide). Product: BrC1=CC=CC(=N1)C(C)N1C=C(C(C2=CC=CC=C12)=O)C(=O)C1=NC(=C(C=C1)C)C (1-[1-(6-Bromo-pyridin-2-yl)-ethyl]-3-(5,6-dimethyl-pyridine-2-carbonyl)-1H-quinolin-4-one). Reaction SMILES: [CH3:1][C:2]1[CH:3]=[CH:4][C:5]([C:9]([C:11]2[C:20](=[O:21])[C:19]3[C:14](=[CH:15][CH:16]=[CH:17][CH:18]=3)[NH:13][CH:12]=2)=[O:10])=[N:6][C:7]=1[CH3:8].[H-].[Na+].[Br:24][C:25]1[CH:30]=[CH:29][CH:28]=[C:27]([CH:31](Br)[CH3:32])[N:26]=1>CN(C)C=O>[Br:24][C:25]1[N:26]=[C:27]([CH:31]([N:13]2[C:14]3[C:19](=[CH:18][CH:17]=[CH:16][CH:15]=3)[C:20](=[O:21])[C:11]([C:9]([C:5]3[CH:4]=[CH:3][C:2]([CH3:1])=[C:7]([CH3:8])[N:6]=3)=[O:10])=[CH:12]2)[CH3:32])[CH:28]=[CH:29][CH:30]=1 |f:1.2|. Procedure details: Experimental conditions analogous to those described for Step 3 of Example 1, from 50 mg (0.18 mmol) of 3-(5,6-dimethyl-pyridine-2-carbonyl)-1H-quinolin-4-one, 9 mg (0.22 mmol) of 60% sodium hydride, 57 mg (0.22 mmol) of 2-bromo-6-(1-bromo-ethyl)-pyridine and 0.7 mL of N,N-dimethylformamide. Yield: 4.4 mg of a white solid: LC-MSD, m/z for C24H20BrN3O2 [M+H]+=462.0, 464.0; HPLC retention time: 2.0 min.